Dataset: the Open Reaction Database (ORD), a public repository of structured organic reaction records. Task: describe an organic reaction: reactants, conditions, products, and yield The reactants are Cl (HCl), C(C1=CC=CC=C1)N1C[C@H](CCC1)NC(OC(C)(C)C)=O ((S)-tert-butyl 1-benzylpiperidin-3-ylcarbamate). Run in O1CCOCC1 (dioxane). Reaction conditions: time 30 minute. Product: C(C1=CC=CC=C1)N1C[C@H](CCC1)N ((S)-1-benzylpiperidin-3-amine). RXN SMILES: Cl.[CH2:2]([N:9]1[CH2:14][CH2:13][CH2:12][C@H:11]([NH:15]C(=O)OC(C)(C)C)[CH2:10]1)[C:3]1[CH:8]=[CH:7][CH:6]=[CH:5][CH:4]=1>O1CCOCC1>[CH2:2]([N:9]1[CH2:14][CH2:13][CH2:12][C@H:11]([NH2:15])[CH2:10]1)[C:3]1[CH:4]=[CH:5][CH:6]=[CH:7][CH:8]=1. Procedure details: 4N HCl in dioxane (1 mL) was added to (S)-tert-butyl 1-benzylpiperidin-3-ylcarbamate (0.5 mmol). The reaction was stirred at room temperature for 30 minutes. The solvent was removed by vacuo. The crude product was progressed to the next step without purification. The reactants are O=C1CCC(=O)N1Br, CN(C)C=O, O=Cc1cccn1-c1ccncc1Cl, O. The product is O=Cc1cc(Br)cn1-c1ccncc1Cl. Reaction SMILES: [Br:15][N:16]1[C:17](=[O:18])[CH2:19][CH2:20][C:21]1=[O:22].[CH3:24][N:25]([CH3:26])[CH:27]=[O:28].[Cl:1][c:2]1[cH:3][n:4][cH:5][cH:6][c:7]1-[n:8]1[c:9]([CH:13]=[O:14])[cH:10][cH:11][cH:12]1.[OH2:23]>>[Cl:1][c:2]1[cH:3][n:4][cH:5][cH:6][c:7]1-[n:8]1[c:9]([CH:13]=[O:14])[cH:10][c:11]([Br:15])[cH:12]1. Reactants: COC(=O)c1ccc(C(=O)NNC(C)=C2C(=O)N(c3ccc(C(C)(C)C)cc3)N=C2C)cc1, CO, Cl, [Na+], [OH-]. The product is CC1=NN(c2ccc(C(C)(C)C)cc2)C(=O)C1=C(C)NNC(=O)c1ccc(C(=O)O)cc1. As a reaction SMILES: [C:1]([CH3:2])([CH3:3])([CH3:4])[c:5]1[cH:6][cH:7][c:8]([N:11]2[N:12]=[C:13]([CH3:33])[C:14](=[C:17]([CH3:18])[NH:19][NH:20][C:21]([c:22]3[cH:23][cH:24][c:25]([C:28](=[O:29])[O:30][CH3:31])[cH:26][cH:27]3)=[O:32])[C:15]2=[O:16])[cH:9][cH:10]1.[CH3:37][OH:38].[ClH:36].[Na+:35].[OH-:34]>>[C:1]([CH3:2])([CH3:3])([CH3:4])[c:5]1[cH:6][cH:7][c:8]([N:11]2[N:12]=[C:13]([CH3:33])[C:14](=[C:17]([CH3:18])[NH:19][NH:20][C:21]([c:22]3[cH:23][cH:24][c:25]([C:28](=[O:29])[OH:30])[cH:26][cH:27]3)=[O:32])[C:15]2=[O:16])[cH:9][cH:10]1. The reactants are C(C)#N.O (acetonitrile water), ( 20 ), C/C=C/C=C/C1=CC2=CC3=C(C(=C2C(=O)N1)O)C4(CC3)C(=O)C5=C(C6=C(C(=C5C4=O)O)C(=O)C(=CC6=O)OC)O (fredericamycin), C(C1=CC=CC=C1)N (benzylamine). Solvent: CN(C)C=O (DMF). Product: OC1=C2C(=C(C=3C(C=C(C(C13)=O)NCC1=CC=CC=C1)=O)O)C([C@]1(C2=O)CCC=2C=C3C=C(NC(C3=C(C21)O)=O)\C=C\C=C\C)=O ((8S)-4′,9,9′-trihydroxy-6′-benzylamino-3-[(1E,3E)-penta-1,3-dienyl]-6,7-dihydrospiro[cyclopenta[g]isoquinoline-8,2′-cyclopenta[b]-naphthalene]-1,1′,3′,5′,8′(2H)-pentone). As a reaction SMILES: [CH3:1]/[CH:2]=[CH:3]/[CH:4]=[CH:5]/[C:6]1[NH:16][C:14](=[O:15])[C:13]2[C:8](=[CH:9][C:10]3[CH2:20][CH2:19][C:18]4([C:29](=[O:30])[C:28]5[C:23](=[C:24]([OH:40])[C:25]6[C:36](=[O:37])[CH:35]=[C:34](OC)[C:32](=[O:33])[C:26]=6[C:27]=5[OH:31])[C:21]4=[O:22])[C:11]=3[C:12]=2[OH:17])[CH:7]=1.[CH2:41]([NH2:48])[C:42]1[CH:47]=[CH:46][CH:45]=[CH:44][CH:43]=1.C(#N)C.O>CN(C=O)C>[OH:31][C:27]1[C:26]2[C:32](=[O:33])[C:34]([NH:48][CH2:41][C:42]3[CH:47]=[CH:46][CH:45]=[CH:44][CH:43]=3)=[CH:35][C:36](=[O:37])[C:25]=2[C:24]([OH:40])=[C:23]2[C:21](=[O:22])[C@:18]3([C:11]4[C:12]([OH:17])=[C:13]5[C:8]([CH:7]=[C:6](/[CH:5]=[CH:4]/[CH:3]=[CH:2]/[CH3:1])[NH:16][C:14]5=[O:15])=[CH:9][C:10]=4[CH2:20][CH2:19]3)[C:29](=[O:30])[C:28]=12 |f:2.3|. Procedure: Twenty (20) mg (37.1 μmol) fredericamycin are dissolved in 1 ml DMF under argon, then 4.76 mg (44.50 μmol) benzylamine are added at room temperature. According to HPLC (RP18, acetonitrile/water), a homogenous new product has formed after 3 h. The reaction mixture is concentrated at high vacuum until dry. The product is O=C1c2ccc(N3CCCCC3)cc2CCC1CN1CCN(C(c2ccccc2)c2ccccc2)CC1. As a reaction SMILES: [C:39](=[O:40])([O-:41])[OH:42].[CH3:44][CH2:45][OH:46].[CH:20]([c:21]1[cH:22][cH:23][cH:24][cH:25][cH:26]1)([c:27]1[cH:28][cH:29][cH:30][cH:31][cH:32]1)[N:33]1[CH2:34][CH2:35][NH:36][CH2:37][CH2:38]1.[ClH:19].[ClH:1].[N:2]1([c:8]2[cH:9][c:10]3[c:15]([cH:16][cH:17]2)[C:14](=[O:18])[CH2:13][CH2:12][CH2:11]3)[CH2:3][CH2:4][CH2:5][CH2:6][CH2:7]1.[Na+:43]>>[N:2]1([c:8]2[cH:9][c:10]3[c:15]([cH:16][cH:17]2)[C:14](=[O:18])[CH:13]([CH2:39][N:36]2[CH2:35][CH2:34][N:33]([CH:20]([c:21]4[cH:22][cH:23][cH:24][cH:25][cH:26]4)[c:27]4[cH:28][cH:29][cH:30][cH:31][cH:32]4)[CH2:38][CH2:37]2)[CH2:12][CH2:11]3)[CH2:3][CH2:4][CH2:5][CH2:6][CH2:7]1. Reactants: O=C([O-])O, CCO, c1ccc(C(c2ccccc2)N2CCNCC2)cc1, Cl, Cl, O=C1CCCc2cc(N3CCCCC3)ccc21, [Na+]. Reactants: BrC1=C(N)C=CC(=C1)CCCC (2-bromo-4-(n-butyl)aniline), [N+](=O)([O-])C=1C=C(C=CC1)B(O)O (3-nitrobenzene boronic acid). The product is [N+](=O)([O-])C=1C=C(C=CC1)C1=C(N)C=CC(=C1)CCC (2-(3-nitrophenyl)-4-propylaniline). RXN SMILES: Br[C:2]1[CH:8]=[C:7]([CH2:9][CH2:10][CH2:11]C)[CH:6]=[CH:5][C:3]=1[NH2:4].[N+:13]([C:16]1[CH:17]=[C:18](B(O)O)[CH:19]=[CH:20][CH:21]=1)([O-:15])=[O:14]>>[N+:13]([C:16]1[CH:21]=[C:20]([C:2]2[CH:8]=[C:7]([CH2:9][CH2:10][CH3:11])[CH:6]=[CH:5][C:3]=2[NH2:4])[CH:19]=[CH:18][CH:17]=1)([O-:15])=[O:14]. Procedure details: 2-bromo-4-(n-butyl)aniline and 3-nitrobenzene boronic acid can be combined to form 2-(3-nitrophenyl)-4-propylaniline, Reactants: ClC1=CC=C(C(=O)C2=CC=C(C=C2)CCCCCCCCl)C=C1 (4-chloro-4'-(7-chloroheptyl)benzophenone), [I-].[Na+] (sodium iodide). Run in CC(=O)CC (ethyl methyl ketone). Yields the product ClC1=CC=C(C(=O)C2=CC=C(C=C2)CCCCCCCI)C=C1 (4-chloro-4'-(7-iodoheptyl)benzophenone). Yield: 90.1%. RXN SMILES: [Cl:1][C:2]1[CH:23]=[CH:22][C:5]([C:6]([C:8]2[CH:13]=[CH:12][C:11]([CH2:14][CH2:15][CH2:16][CH2:17][CH2:18][CH2:19][CH2:20]Cl)=[CH:10][CH:9]=2)=[O:7])=[CH:4][CH:3]=1.[I-:24].[Na+]>CC(CC)=O>[Cl:1][C:2]1[CH:23]=[CH:22][C:5]([C:6]([C:8]2[CH:13]=[CH:12][C:11]([CH2:14][CH2:15][CH2:16][CH2:17][CH2:18][CH2:19][CH2:20][I:24])=[CH:10][CH:9]=2)=[O:7])=[CH:4][CH:3]=1 |f:1.2|. Reported procedure: 1.32 g of 4-chloro-4'-(7-chloroheptyl)benzophenone and 0.85 g of sodium iodide were heated under reflux in 20 ml of ethyl methyl ketone. After 24 hours the reaction mixture was evaporated. The residue was suspended in 50 ml of water, whereupon the suspension was extracted three times with 50 ml of ethyl acetate each time, the combined organic phases were washed with 50 ml of a saturated sodium chloride solution, dried over magnesium sulphate and evaporated. There were obtained 1.5 g (90%) of cru...